From a dataset of the Open Reaction Database (ORD), a public repository of structured organic reaction records. describe an organic reaction: reactants, conditions, products, and yield Reactants: O=C([O-])[O-], CCOC(=O)c1cnc(Br)s1, COCCOC, CCOC(C)=O, OB(O)c1ccccc1F, [Na+], [Na+], c1ccc(P(c2ccccc2)(c2ccccc2)[Pd](P(c2ccccc2)(c2ccccc2)c2ccccc2)(P(c2ccccc2)(c2ccccc2)c2ccccc2)P(c2ccccc2)(c2ccccc2)c2ccccc2)cc1. Product: CCOC(=O)c1cnc(-c2ccccc2F)s1. Reaction SMILES: [C:1](=[O:2])([O-:3])[O-:4].[CH2:7]([CH3:8])[O:9][C:10](=[O:11])[c:12]1[cH:13][n:14][c:15]([Br:17])[s:16]1.[CH3:28][O:29][CH2:30][CH2:31][O:32][CH3:33].[CH3:34][CH2:35][O:36][C:37]([CH3:38])=[O:39].[F:18][c:19]1[c:20]([B:25]([OH:26])[OH:27])[cH:21][cH:22][cH:23][cH:24]1.[Na+:5].[Na+:6].[cH:40]1[cH:41][cH:42][c:43]([P:44]([Pd:45]([P:46]([c:47]2[cH:48][cH:49][cH:50][cH:51][cH:52]2)([c:53]2[cH:54][cH:55][cH:56][cH:57][cH:58]2)[c:59]2[cH:60][cH:61][cH:62][cH:63][cH:64]2)([P:65]([c:66]2[cH:67][cH:68][cH:69][cH:70][cH:71]2)([c:72]2[cH:73][cH:74][cH:75][cH:76][cH:77]2)[c:78]2[cH:79][cH:80][cH:81][cH:82][cH:83]2)[P:84]([c:85]2[cH:86][cH:87][cH:88][cH:89][cH:90]2)([c:91]2[cH:92][cH:93][cH:94][cH:95][cH:96]2)[c:97]2[cH:98][cH:99][cH:100][cH:101][cH:102]2)([c:103]2[cH:104][cH:105][cH:106][cH:107][cH:108]2)[c:109]2[cH:110][cH:111][cH:112][cH:113][cH:114]2)[cH:115][cH:116]1>>[CH2:7]([CH3:8])[O:9][C:10](=[O:11])[c:12]1[cH:13][n:14][c:15](-[c:20]2[c:19]([F:18])[cH:24][cH:23][cH:22][cH:21]2)[s:16]1. Starting materials: FC(CCCCN1N=C(C=C1)N)(C)F (1-(5,5-difluoro-hexyl)-1H-pyrazol-3-ylamine), COC1=C(C=CC=C1OC)/C=C/C(=O)O ((E)-3-(2,3-dimethoxy-phenyl)-acrylic acid), 05b. The product is FC(CCCCN1N=C(C=C1)NC(\C=C\C1=C(C(=CC=C1)OC)OC)=O)(C)F ((E)-N-[1-(5,5-Difluoro-hexyl)-1H-pyrazol-3-yl]-3-(2,3-dimethoxy-phenyl)-acrylamide). RXN SMILES: [F:1][C:2]([F:14])([CH3:13])[CH2:3][CH2:4][CH2:5][CH2:6][N:7]1[CH:11]=[CH:10][C:9]([NH2:12])=[N:8]1.[CH3:15][O:16][C:17]1[C:22]([O:23][CH3:24])=[CH:21][CH:20]=[CH:19][C:18]=1/[CH:25]=[CH:26]/[C:27](O)=[O:28]>>[F:14][C:2]([F:1])([CH3:13])[CH2:3][CH2:4][CH2:5][CH2:6][N:7]1[CH:11]=[CH:10][C:9]([NH:12][C:27](=[O:28])/[CH:26]=[CH:25]/[C:18]2[CH:19]=[CH:20][CH:21]=[C:22]([O:23][CH3:24])[C:17]=2[O:16][CH3:15])=[N:8]1. Procedure: Following general procedure B, starting from 1-(5,5-difluoro-hexyl)-1H-pyrazol-3-ylamine and (E)-3-(2,3-dimethoxy-phenyl)-acrylic acid. LC-MS-conditions 05b: tR=1.09 min; [M+H]+=394.28.